describe an organic reaction: reactants, conditions, products, and yield From a dataset of the Open Reaction Database (ORD), a public repository of structured organic reaction records. Reactants: COC(=O)C1CC(OS(=O)(=O)c2ccc(Br)cc2)CN1C(=O)OC(C)(C)C, COc1cc2[nH]c(-c3ccccc3)cc(=O)c2cc1Br, O=C([O-])[O-], CCOC(C)=O, CN1CCCC1, [Cs+], [Cs+], O. Yields the product COC(=O)C1CC(Oc2cc(-c3ccccc3)nc3cc(OC)c(Br)cc23)CN1C(=O)OC(C)(C)C. Reaction SMILES: [Br:1][c:2]1[cH:3][cH:4][c:5]([S:6](=[O:7])(=[O:8])[O:11][CH:12]2[CH2:13][CH:14]([C:24](=[O:25])[O:26][CH3:27])[N:15]([C:17](=[O:18])[O:19][C:20]([CH3:21])([CH3:22])[CH3:23])[CH2:16]2)[cH:9][cH:10]1.[Br:28][c:29]1[cH:30][c:31]2[c:32](=[O:47])[cH:33][c:34](-[c:41]3[cH:42][cH:43][cH:44][cH:45][cH:46]3)[nH:35][c:36]2[cH:37][c:38]1[O:39][CH3:40].[C:48](=[O:49])([O-:50])[O-:51].[CH3:54][CH2:55][O:56][C:57]([CH3:58])=[O:59].[CH3:60][N:61]1[CH2:62][CH2:63][CH2:64][CH2:65]1.[Cs+:52].[Cs+:53].[OH2:66]>>[O:11]([CH:12]1[CH2:13][CH:14]([C:24](=[O:25])[O:26][CH3:27])[N:15]([C:17](=[O:18])[O:19][C:20]([CH3:21])([CH3:22])[CH3:23])[CH2:16]1)[c:32]1[c:31]2[cH:30][c:29]([Br:28])[c:38]([O:39][CH3:40])[cH:37][c:36]2[n:35][c:34](-[c:41]2[cH:42][cH:43][cH:44][cH:45][cH:46]2)[cH:33]1. Starting materials: COC(=O)C=1NC2=CC(=CC(=C2C1)CCC1OC1)OC (6-Methoxy-4-(2-oxiranyl-ethyl)-1H-indole-2-carboxylic acid methyl ester), C1=C(C=CC2=CC=CC=C12)N1[C@H]2C\C=C/C[C@@H](C1)NC2 (Z-(1S,6S)-7-naphthalen-2-yl-7,9-diaza-bicyclo[4.2.2]dec-3-ene), CCN(C(C)C)C(C)C (DIPEA), C(C)O (ethanol). The solvent is ClCCl (dichloromethane). Yields the product COC(=O)C=1NC2=CC(=CC(=C2C1)CCC(CN1C2CC=CCC(C1)N(C2)C2=CC1=CC=CC=C1C=C2)O)OC (4-[3-Hydroxy-4-(9-naphthalen-2-yl-7,9-diaza-bicyclo[4.2.2]dec-3-en-7-yl)-butyl]-6-methoxy-1H-indole-2-carboxylic acid methyl ester). As a reaction SMILES: [CH3:1][O:2][C:3]([C:5]1[NH:6][C:7]2[C:12]([CH:13]=1)=[C:11]([CH2:14][CH2:15][CH:16]1[CH2:18][O:17]1)[CH:10]=[C:9]([O:19][CH3:20])[CH:8]=2)=[O:4].[CH:21]1[C:30]2[C:25](=[CH:26][CH:27]=[CH:28][CH:29]=2)[CH:24]=[CH:23][C:22]=1[N:31]1[CH2:38][C@H:37]2[NH:39][CH2:40][C@@H:32]1[CH2:33][CH:34]=[CH:35][CH2:36]2.CCN(C(C)C)C(C)C.C(O)C>ClCCl>[CH3:1][O:2][C:3]([C:5]1[NH:6][C:7]2[C:12]([CH:13]=1)=[C:11]([CH2:14][CH2:15][CH:16]([OH:17])[CH2:18][N:39]1[CH2:40][CH:32]3[N:31]([C:22]4[CH:23]=[CH:24][C:25]5[C:30](=[CH:29][CH:28]=[CH:27][CH:26]=5)[CH:21]=4)[CH2:38][CH:37]1[CH2:36][CH:35]=[CH:34][CH2:33]3)[CH:10]=[C:9]([O:19][CH3:20])[CH:8]=2)=[O:4]. Reported procedure: 6-Methoxy-4-(2-oxiranyl-ethyl)-1H-indole-2-carboxylic acid methyl ester (120 mg, 0.43 mmol), Z-(1S,6S)-7-naphthalen-2-yl-7,9-diaza-bicyclo[4.2.2]dec-3-ene (114 mg, 0.43 mmol), DIPEA (0.2 mL, 1.13 mmol), ethanol (3 mL), dichloromethane (2 mL) were heated for 1200 sec. at 130° C. in a μW reaction tube. The solvent was evaporated under reduced pressure to yield a crude solid which was then purified with flash chromatography gradient [20% Ethyl acetate/heptane to 100% Ethyl acetate] to yield the tit... Starting materials: C1(=CC=CC=C1)C=1NC2=CC=CC=C2C1 (2-phenylindole), 180C, N(=O)[O-].[Na+] (sodium nitrite). The solvent is C(C)(=O)O (acetic acid), O (water), ice water. Conditions: time 30 minute. Yields the product N(=O)C1=C(NC2=CC=CC=C12)C1=CC=CC=C1 (3-Nitroso-2-Phenyindole). RXN SMILES: [C:1]1([C:7]2[NH:8][C:9]3[C:14]([CH:15]=2)=[CH:13][CH:12]=[CH:11][CH:10]=3)[CH:6]=[CH:5][CH:4]=[CH:3][CH:2]=1.[N:16]([O-])=[O:17].[Na+]>C(O)(=O)C.O>[N:16]([C:15]1[C:14]2[C:9](=[CH:10][CH:11]=[CH:12][CH:13]=2)[NH:8][C:7]=1[C:1]1[CH:6]=[CH:5][CH:4]=[CH:3][CH:2]=1)=[O:17] |f:1.2|. Reported procedure: A solution of 2-phenylindole (27) (25 gm, 0.129 mol) in acetic acid (250 mL) was cooled to 180C and a solution of sodium nitrite (8 g, 0.115 mol) in water (10 mL) was added dropwise while keeping the temperature of the reaction at ca. 20° C. The resulting reaction was stirred for 30 min at room temperature then diluted with ice water (250 mL). The reaction mixture was was filtered and the solid was washed with water then recrystallized using methanol to provide Compound 28. Yield=27.5 gm (96.4%)... The reactants are O=c1[nH]cnn1-c1ccc(Cl)cc1, CC(n1cnn(-c2ccc(Cl)cc2)c1=O)C1(c2ccc(F)cc2F)CO1, CC(O)C1(c2ccc(F)cc2F)CO1. The product is CC(Oc1ncnn1-c1ccc(Cl)cc1)C1(c2ccc(F)cc2F)CO1. As a reaction SMILES: [Cl:15][c:16]1[cH:17][cH:18][c:19](-[n:22]2[n:23][cH:24][nH:25][c:26]2=[O:27])[cH:20][cH:21]1.[Cl:28][c:29]1[cH:30][cH:31][c:32](-[n:33]2[c:34](=[O:35])[n:36]([CH:37]([CH3:38])[C:39]3([c:40]4[cH:41][cH:42][c:43]([F:44])[cH:45][c:46]4[F:47])[O:48][CH2:49]3)[cH:50][n:51]2)[cH:52][cH:53]1.[F:1][c:2]1[c:3]([C:9]2([CH:12]([CH3:13])[OH:14])[O:10][CH2:11]2)[cH:4][cH:5][c:6]([F:8])[cH:7]1>>[F:1][c:2]1[c:3]([C:9]2([CH:12]([CH3:13])[O:14][c:26]3[n:22](-[c:19]4[cH:18][cH:17][c:16]([Cl:15])[cH:21][cH:20]4)[n:23][cH:24][n:25]3)[O:10][CH2:11]2)[cH:4][cH:5][c:6]([F:8])[cH:7]1. RXN SMILES: [Cl:1][C:2]1[C:11]2[CH:12]=[CH:13][CH:14]=[CH:15][C:10]=2[CH:9]=[C:8]2[C:3]=1[CH2:4][C:5](=[O:23])[NH:6][CH:7]2[C:16]1[CH:21]=[CH:20][CH:19]=[CH:18][C:17]=1[Cl:22].[CH3:24][N:25]([CH3:29])[C:26]([Cl:28])=O>>[OH2:23].[ClH:1].[Cl:1][C:2]1[C:11]2[CH:12]=[CH:13][CH:14]=[CH:15][C:10]=2[CH:9]=[C:8]2[C:3]=1[CH2:4][C:5]([N:25]([CH3:26])[CH3:24])=[N:6][CH:7]2[C:16]1[CH:21]=[CH:20][CH:19]=[CH:18][C:17]=1[Cl:22].[Cl:1][C:2]1[C:11]2[CH:12]=[CH:13][CH:14]=[CH:15][C:10]=2[CH:9]=[C:8]2[C:3]=1[CH2:4][C:26]([N:25]([CH3:29])[CH3:24])=[N:6][CH:7]2[C:16]1[CH:21]=[CH:20][CH:19]=[CH:18][C:17]=1[Cl:22].[ClH:28] |f:2.3.4.5.6|. Procedure: 5-Chloro-1-(2'-chlorophenyl)-1,4-dihydro-benz[g]isoquinol-3-one (Description 3) (4.5 g) was dissolved in dimethylcarbamyl chloride (25 ml) on an oil bath (bath temperature 160°-170° C. ) for 2 h. The mixture was cooled, evaporated under reduced pressure and partitioned between water (50 ml), 5M hydrochloric acid, ethyl acetate (25 ml) and chloroform (25 ml). The organic layer was separated and extracted with water (25 ml). The combined aqueous extracts were washed with ethyl acetate (2×25 ml) an... Product: O.Cl.ClC1=C2CC(=NC(C2=CC2=C1C=CC=C2)C2=C(C=CC=C2)Cl)N(C)C.ClC2=C1CC(=NC(C1=CC1=C2C=CC=C1)C1=C(C=CC=C1)Cl)N(C)C.Cl (5-Chloro-1-(2'-chlorophenyl)-3-dimethylamino-1,4-dihydro-benz[g]isoquinoline hydrochloride hemihydrate). Reactants: ClC1=C2CC(NC(C2=CC2=C1C=CC=C2)C2=C(C=CC=C2)Cl)=O (5-Chloro-1-(2'-chlorophenyl)-1,4-dihydro-benz[g]isoquinol-3-one), CN(C(=O)Cl)C (dimethylcarbamyl chloride).